This data is from the Open Reaction Database (ORD), a public repository of structured organic reaction records. The task is: describe an organic reaction: reactants, conditions, products, and yield Reactants: C(C)(C)(C)OC(=O)N1CCN(CC1)C1=C(C(=CC=C1)NCC1=CC=CC=C1)N (4-(2-amino-3-benzylamino-phenyl)-piperazine-1-carboxylic acid tert-butyl ester), C([O-])([O-])=O.[Na+].[Na+] (sodium carbonate), C(=O)(Cl)Cl (Phosgene), solution. The solvent is ClCCl (dichloromethane). Reaction conditions: time 2 hour. The product is C(C)(C)(C)OC(=O)N1CCN(CC1)C1=CC=CC=2N(C(NC21)=O)CC2=CC=CC=C2 (4-(1-benzyl-2-oxo-2,3-dihydro-1H-benzoimidazol-4-yl)-piperazine-1-carboxylic acid tert-butyl ester). RXN SMILES: [C:1]([O:5][C:6]([N:8]1[CH2:13][CH2:12][N:11]([C:14]2[CH:19]=[CH:18][CH:17]=[C:16]([NH:20][CH2:21][C:22]3[CH:27]=[CH:26][CH:25]=[CH:24][CH:23]=3)[C:15]=2[NH2:28])[CH2:10][CH2:9]1)=[O:7])([CH3:4])([CH3:3])[CH3:2].[C:29](=O)([O-])[O-:30].[Na+].[Na+].C(Cl)(Cl)=O>ClCCl>[C:1]([O:5][C:6]([N:8]1[CH2:13][CH2:12][N:11]([C:14]2[C:15]3[NH:28][C:29](=[O:30])[N:20]([CH2:21][C:22]4[CH:23]=[CH:24][CH:25]=[CH:26][CH:27]=4)[C:16]=3[CH:17]=[CH:18][CH:19]=2)[CH2:10][CH2:9]1)=[O:7])([CH3:4])([CH3:2])[CH3:3] |f:1.2.3|. Reported procedure: To a solution of 4-(2-amino-3-benzylamino-phenyl)-piperazine-1-carboxylic acid tert-butyl ester (0.176 g, 0.459 mmol) in 1 mL dichloromethane was added 1 mL of 2M aqueous sodium carbonate. Phosgene (0.261 mL of a 1.93 M solution in toleuene, 0.504 mmol) was added dropwise to the stirring solution over five minutes. Stirring was continued for two hours as a fine white precipitate was formed. The solid was filtered and dried under a stream of nitrogen to give 0.112 g of 4-(1-benzyl-2-oxo-2,3-dihyd...